Dataset: the Open Reaction Database (ORD), a public repository of structured organic reaction records. Task: describe an organic reaction: reactants, conditions, products, and yield Starting materials: CC(C)(C)C(Br)C(=O)[O-], NN, NN, O. The product is CC(C)(C)C(NN)C(=O)O. RXN SMILES: [C:4]([CH3:5])([CH3:6])([CH3:7])[CH:8]([C:9](=[O:10])[O-:11])[Br:12].[NH2:13][NH2:14].[NH2:2][NH2:3].[OH2:1]>>[NH:2]([NH2:3])[CH:8]([C:4]([CH3:5])([CH3:6])[CH3:7])[C:9](=[O:10])[OH:11]. RXN SMILES: [CH2:24]([c:25]1[cH:26][cH:27][cH:28][cH:29][cH:30]1)[O:31][C:32](=[O:33])[O:34][N:35]1[C:36](=[O:37])[CH2:38][CH2:39][C:40]1=[O:41].[CH:15]([N:16]([CH2:17][CH3:18])[CH:19]([CH3:20])[CH3:21])([CH3:22])[CH3:23].[CH:42]([Cl:43])([Cl:44])[Cl:45].[ClH:1].[NH2:2][CH2:3][c:4]1[cH:5][c:6]([OH:14])[c:7]([C:8](=[O:9])[O:10][CH3:11])[cH:12][cH:13]1>>[NH:2]([CH2:3][c:4]1[cH:5][c:6]([OH:14])[c:7]([C:8](=[O:9])[O:10][CH3:11])[cH:12][cH:13]1)[C:32]([O:31][CH2:24][c:25]1[cH:26][cH:27][cH:28][cH:29][cH:30]1)=[O:33]. The reactants are O=C(OCc1ccccc1)ON1C(=O)CCC1=O, CCN(C(C)C)C(C)C, ClC(Cl)Cl, Cl, COC(=O)c1ccc(CN)cc1O. Yields the product COC(=O)c1ccc(CNC(=O)OCc2ccccc2)cc1O.